The task is: describe an organic reaction: reactants, conditions, products, and yield. This data is from the Open Reaction Database (ORD), a public repository of structured organic reaction records. Reactants: COC1=C(C=C(C=N1)CS(=O)(=O)CC(=O)O)[N+](=O)[O-] (2-((6-methoxy-5-nitropyridin-3-yl)methylsulfonyl)acetic acid), N1CCCCC1 (piperidine), COC1=C(C=O)C(=CC=C1)OC (2,6-dimethoxybenzaldehyde). Solvent: N1=CC=CC=C1 (pyridine). Yields the product COC1=C(/C=C/S(=O)(=O)CC=2C=C(C(=NC2)OC)[N+](=O)[O-])C(=CC=C1)OC ((E)-5-((2,6-Dimethoxystyrylsulfonyl)methyl)-2-methoxy-3-nitropyridine). RXN SMILES: [CH3:1][O:2][C:3]1[N:8]=[CH:7][C:6]([CH2:9][S:10]([CH2:13][C:14](O)=O)(=[O:12])=[O:11])=[CH:5][C:4]=1[N+:17]([O-:19])=[O:18].N1CCCCC1.[CH3:26][O:27][C:28]1[CH:35]=[CH:34][CH:33]=[C:32]([O:36][CH3:37])[C:29]=1C=O>N1C=CC=CC=1>[CH3:26][O:27][C:28]1[CH:35]=[CH:34][CH:33]=[C:32]([O:36][CH3:37])[C:29]=1/[CH:14]=[CH:13]/[S:10]([CH2:9][C:6]1[CH:5]=[C:4]([N+:17]([O-:19])=[O:18])[C:3]([O:2][CH3:1])=[N:8][CH:7]=1)(=[O:12])=[O:11]. Procedure details: A solution of 2-((6-methoxy-5-nitropyridin-3-yl)methylsulfonyl)acetic acid (0.29 g, 1 mmol) in dry pyridine (20 mL) was treated with piperidine (2 mL), followed by 2,6-dimethoxybenzaldehyde (0.17 g, 1 mmol). The mixture was refluxed for 6 h, and evaporated to dryness. The residue was purified by column chromatography using a mixture of EtOAc/PE (1:2, v/v) to yield the titled compound. HR-MS (ESI+) m/z 394.8362; C17H18N2O7S requires 394.0835.